This data is from the Open Reaction Database (ORD), a public repository of structured organic reaction records. The task is: describe an organic reaction: reactants, conditions, products, and yield Reactants: BrC=1C=C(C(=O)NC2=CC=C(C=C2)OC(F)(F)F)C=CC1N1C[C@@H]([C@H](C1)O)O (3-bromo-4-((3S,4S)-3,4-dihydroxypyrrolidin-1-yl)-N-(4-(trifluoromethoxy)phenyl)benzamide), CC1=CC=C(C=N1)B(O)O ((6-methylpyridin-3-yl)boronic acid). Product: O[C@H]1CN(C[C@@H]1O)C1=C(C=C(C(=O)NC2=CC=C(C=C2)OC(F)(F)F)C=C1)C=1C=NC(=CC1)C (4-((3S,4S)-3,4-Dihydroxypyrrolidin-1-yl)-3-(6-methylpyridin-3-yl)-N-(4-(trifluoromethoxy)phenyl)benzamide). As a reaction SMILES: Br[C:2]1[CH:3]=[C:4]([CH:19]=[CH:20][C:21]=1[N:22]1[CH2:26][C@H:25]([OH:27])[C@@H:24]([OH:28])[CH2:23]1)[C:5]([NH:7][C:8]1[CH:13]=[CH:12][C:11]([O:14][C:15]([F:18])([F:17])[F:16])=[CH:10][CH:9]=1)=[O:6].[CH3:29][C:30]1[N:35]=[CH:34][C:33](B(O)O)=[CH:32][CH:31]=1>>[OH:28][C@@H:24]1[C@@H:25]([OH:27])[CH2:26][N:22]([C:21]2[CH:20]=[CH:19][C:4]([C:5]([NH:7][C:8]3[CH:13]=[CH:12][C:11]([O:14][C:15]([F:18])([F:17])[F:16])=[CH:10][CH:9]=3)=[O:6])=[CH:3][C:2]=2[C:33]2[CH:34]=[N:35][C:30]([CH3:29])=[CH:31][CH:32]=2)[CH2:23]1. Procedure: The title compound was prepared in an analogous fashion to that described in Example 7 using 3-bromo-4-((3S,4S)-3,4-dihydroxypyrrolidin-1-yl)-N-(4-(trifluoromethoxy)phenyl)benzamide (Stage 7.1) and (6-methylpyridin-3-yl)boronic acid to afford a yellow solid. UPLC-MS (condition 1) tR=1.65 min, m/z=474.0 [M+H]+, m/z=472.1 [M−H]−; 1H-NMR (400 MHz, DMSO-d6) δ ppm 2.53 (s, 3H) 2.74 (d, J=10.76 Hz, 2H) 3.25 (dd, J=10.51, 3.67 Hz, 2H) 3.85 (br. s, 2H) 5.03 (br. s, 2H) 6.90 (d, J=8.80 Hz, 1H) 7.27-7.38 ... Starting materials: O=C(Cl)Cl, C1CCCCCC1, Nc1cc2nc(-c3ccc([N+](=O)[O-])cc3)[nH]c2cn1, c1ccncc1. Product: O=C(Nc1cc2nc(-c3ccc([N+](=O)[O-])cc3)[nH]c2cn1)C1CCCCCC1. RXN SMILES: [C:20](=[O:21])([Cl:22])[Cl:23].[CH2:24]1[CH2:25][CH2:26][CH2:27][CH2:28][CH2:29][CH2:30]1.[N+:1](=[O:2])([O-:3])[c:4]1[cH:5][cH:6][c:7](-[c:10]2[n:11][c:12]3[c:13]([cH:14][n:15][c:16]([NH2:18])[cH:17]3)[nH:19]2)[cH:8][cH:9]1.[cH:31]1[cH:32][cH:33][n:34][cH:35][cH:36]1>>[N+:1](=[O:2])([O-:3])[c:4]1[cH:5][cH:6][c:7](-[c:10]2[n:11][c:12]3[c:13]([cH:14][n:15][c:16]([NH:18][C:20](=[O:21])[CH:24]4[CH2:25][CH2:26][CH2:27][CH2:28][CH2:29][CH2:30]4)[cH:17]3)[nH:19]2)[cH:8][cH:9]1. Procedure details: Triphenylphosphine (3.25 g) was added to and dissolved in a solution of (R)-tert-butyl (5-hydroxypent-1-en-3-yl)carbamate (2.5 g) obtained in Step 3 and 4-chloro-5-iodo-7H-pyrrolo[2,3-d]pyrimidine (2.31 g) obtained in Step 1 of Example 1 in DME (23 ml) under ice-cooling. Thereafter, diisopropyl azodicarboxylate (2.44 ml) was gradually added thereto. The reaction mixture was stirred under ice-cooling for 30 minutes and at room temperature for 1 hour, and the solvent was then distilled off under r... Isolated yield 91.2%. Reactants: C1(=CC=CC=C1)P(C1=CC=CC=C1)C1=CC=CC=C1 (Triphenylphosphine), ClC=1C2=C(N=CN1)NC=C2I (4-chloro-5-iodo-7H-pyrrolo[2,3-d]pyrimidine), OCC[C@H](C=C)NC(OC(C)(C)C)=O ((R)-tert-butyl (5-hydroxypent-1-en-3-yl)carbamate), N(=NC(=O)OC(C)C)C(=O)OC(C)C (diisopropyl azodicarboxylate). Reaction SMILES: C1(P(C2C=CC=CC=2)C2C=CC=CC=2)C=CC=CC=1.[Cl:20][C:21]1[C:22]2[C:29]([I:30])=[CH:28][NH:27][C:23]=2[N:24]=[CH:25][N:26]=1.N(C(OC(C)C)=O)=NC(OC(C)C)=O.O[CH2:46][CH2:47][C@@H:48]([NH:51][C:52](=[O:58])[O:53][C:54]([CH3:57])([CH3:56])[CH3:55])[CH:49]=[CH2:50]>COCCOC>[Cl:20][C:21]1[C:22]2[C:29]([I:30])=[CH:28][N:27]([CH2:50][CH2:49][C@@H:48]([NH:51][C:52](=[O:58])[O:53][C:54]([CH3:57])([CH3:56])[CH3:55])[CH:47]=[CH2:46])[C:23]=2[N:24]=[CH:25][N:26]=1. Yields the product ClC=1C2=C(N=CN1)N(C=C2I)CC[C@H](C=C)NC(OC(C)(C)C)=O ((R)-tert-butyl (5-(4-chloro-5-iodo-7H-pyrrolo[2,3-d]pyrimidin-7-yl)pent-1-en-3-yl)carbamate). Solvent: COCCOC (DME). The reactants are COc1ccc(Br)c2c1C(=O)CC2, ClCCl, CCOC(OCC)OCC, CCN(C(C)C)C(C)C. The product is CCOC(OCC)C1Cc2c(Br)ccc(OC)c2C1=O. RXN SMILES: [Br:11][c:12]1[c:13]2[c:17]([c:18]([O:21][CH3:22])[cH:19][cH:20]1)[C:16](=[O:23])[CH2:15][CH2:14]2.[CH2:33]([Cl:34])[Cl:35].[CH:1]([O:2][CH2:3][CH3:4])([O:5][CH2:6][CH3:7])[O:8][CH2:9][CH3:10].[CH:24]([N:25]([CH:26]([CH3:27])[CH3:28])[CH2:29][CH3:30])([CH3:31])[CH3:32]>>[CH:1]([O:5][CH2:6][CH3:7])([O:8][CH2:9][CH3:10])[CH:15]1[CH2:14][c:13]2[c:12]([Br:11])[cH:20][cH:19][c:18]([O:21][CH3:22])[c:17]2[C:16]1=[O:23]. Starting materials: OC1CC(C)CCC1C(C)C. Reagents/catalysts: O1BOC(C)(C)C1(C)C, N=1C=CC=C2C=CC=3C=CC(=NC3C12)C, O1B(OC(C)(C)C1(C)C)B2OC(C)(C)C(O2)(C)C, C[OH2+].C[OH2+].C1CC=CCCC=C1.C1CC=CCCC=C1.[Ir].[Ir]. Run in C1CCCCCCC1. Reaction conditions: temperature 100 celsius, time 20 hour. The product is OC1CC(CB2OC(C)(C)C(O2)(C)C)CCC1C(C)C. Yield: 49.0%.